Dataset: the Open Reaction Database (ORD), a public repository of structured organic reaction records. Task: describe an organic reaction: reactants, conditions, products, and yield Reactants: Cl.NC=1C=C(C=CC1)CC(=O)OC (Methyl (3-aminophenyl)acetate hydrochloride), [Cl-].[NH4+] (ammonium chloride), resultant mixture, C(C)(C)N(CC)C(C)C (Diisopropylethylamine), ClCCN=C=O (2-Chloroethyl isocyanate). Run in ClCCl (dichloromethane). Reaction conditions: temperature 20 celsius, time 30 minute. The product is O=C1N(CCN1)C=1C=C(C=CC1)CC(=O)OC (Methyl [3-(2-oxo-1-imidazolidinyl)phenyl]acetate). Reaction SMILES: Cl.[NH2:2][C:3]1[CH:4]=[C:5]([CH2:9][C:10]([O:12][CH3:13])=[O:11])[CH:6]=[CH:7][CH:8]=1.C(N(C(C)C)CC)(C)C.Cl[CH2:24][CH2:25][N:26]=[C:27]=[O:28].[Cl-].[NH4+]>ClCCl>[O:28]=[C:27]1[NH:26][CH2:25][CH2:24][N:2]1[C:3]1[CH:4]=[C:5]([CH2:9][C:10]([O:12][CH3:13])=[O:11])[CH:6]=[CH:7][CH:8]=1 |f:0.1,4.5|. Procedure details: Methyl (3-aminophenyl)acetate hydrochloride was suspended in dichloromethane (7 vol) under nitrogen. Diisopropylethylamine (1.04 vol) was added at 20° C. over 30 minutes, and the reaction mixture was stirred for 30 minutes at 20° C. 2-Chloroethyl isocyanate (0.44 vol) was added dropwise at 20° C. over 100 minutes. The reaction mixture was stirred at 20° C. for three hours. A saturated solution of ammonium chloride (5 vol) was added dropwise over 10 mins and the resultant mixture was stirred for ... Starting materials: CCCCCCCCCCBr, CCO, NC(=O)c1ccccc1O, [Na]. The product is CCCCCCCCCCOc1ccccc1C(N)=O. RXN SMILES: [CH2:11]([CH2:12][CH2:13][CH2:14][CH2:15][CH2:16][CH2:17][CH2:18][CH2:19][CH3:20])[Br:21].[CH3:23][CH2:24][OH:25].[NH2:1][C:2](=[O:3])[c:4]1[cH:5][cH:6][cH:7][cH:8][c:9]1[OH:10].[Na:22]>>[NH2:1][C:2](=[O:3])[c:4]1[cH:5][cH:6][cH:7][cH:8][c:9]1[O:10][CH2:11][CH2:12][CH2:13][CH2:14][CH2:15][CH2:16][CH2:17][CH2:18][CH2:19][CH3:20]. Starting materials: C(C1=CC=CC=C1)OC=1C=C(C(=O)O)C=CC1[N+](=O)[O-] (3-benzyloxy-4-nitrobenzoic acid), S(=O)(Cl)Cl (thionyl chloride), NC1=C(C=CC=C1)S(=O)(=O)N (2-aminobenzenesulfonamide). Solvent: C1=CC=CC=C1 (benzene). Run at time 18 hour. Product: C(C1=CC=CC=C1)OC=1C=C(C(=O)NC2=C(C=CC=C2)S(N)(=O)=O)C=CC1[N+](=O)[O-] (3-Benzyloxy-4-nitro-N-(2-sulfamoylphenyl)benzamide). Isolated yield 80.1%. Reaction SMILES: [CH2:1]([O:8][C:9]1[CH:10]=[C:11]([CH:15]=[CH:16][C:17]=1[N+:18]([O-:20])=[O:19])[C:12]([OH:14])=O)[C:2]1[CH:7]=[CH:6][CH:5]=[CH:4][CH:3]=1.S(Cl)(Cl)=O.[NH2:25][C:26]1[CH:31]=[CH:30][CH:29]=[CH:28][C:27]=1[S:32]([NH2:35])(=[O:34])=[O:33]>C1C=CC=CC=1>[CH2:1]([O:8][C:9]1[CH:10]=[C:11]([CH:15]=[CH:16][C:17]=1[N+:18]([O-:20])=[O:19])[C:12]([NH:25][C:26]1[CH:31]=[CH:30][CH:29]=[CH:28][C:27]=1[S:32](=[O:34])(=[O:33])[NH2:35])=[O:14])[C:2]1[CH:3]=[CH:4][CH:5]=[CH:6][CH:7]=1. Procedure details: A benzene (30 ml) solution containing 2.00 g (7.30 mmol) of 3-benzyloxy-4-nitrobenzoic acid and 3 ml of thionyl chloride was heated under reflux for 2 hours and then the solvent was evaporated under a reduced pressure. The resulting residue was dissolved in methylene chloride (30 ml), this solution was added dropwise under ice-cooling to a pyridine (50 ml) solution containing 1.38 g (8.00 mmol) of 2-aminobenzenesulfonamide, the mixture was stirred at room temperature for 18 hours and then methyl... Reactants: BrC=1C=C(C=CC1)C(CC)=O (3′-bromopropiophenone), N1CCOCC1 (morpholine), C(C)(C)(C)OC(C)(C)C.[Na] (sodium t-butyloxide). Reagents/catalysts: C(C)(=O)[O-].[Pd+2].C(C)(=O)[O-] (palladium acetate). The solvent is ClCCl (dichloromethane). Reaction conditions: temperature 80 celsius, time 24 hour. Yields the product N1(CCOCC1)C=1C=C(C=CC1)C(CC)=O (1-(3-Morpholin-4-yl-phenyl)propan-1-one). RXN SMILES: Br[C:2]1[CH:3]=[C:4]([C:8](=[O:11])[CH2:9][CH3:10])[CH:5]=[CH:6][CH:7]=1.[NH:12]1[CH2:17][CH2:16][O:15][CH2:14][CH2:13]1.C(OC(C)(C)C)(C)(C)C.[Na]>ClCCl.C([O-])(=O)C.[Pd+2].C([O-])(=O)C>[N:12]1([C:2]2[CH:3]=[C:4]([C:8](=[O:11])[CH2:9][CH3:10])[CH:5]=[CH:6][CH:7]=2)[CH2:17][CH2:16][O:15][CH2:14][CH2:13]1 |f:2.3,5.6.7,^1:26|. Procedure details: A mixture of 3′-bromopropiophenone (11.4 g, 53 mmol), morpholine (60 mL), palladium acetate (300 mg, 2.5 mol %), di-t-butyl-biphenylphosphine (800 mg, 5 mol %), sodium t-butyloxide (6.1 g, 64 mmol) was stirred at 80° C. in a sealed tube for 24 hours. After cooling down, the reaction mixture was diluted with dichloromethane (150 mL) and washed with water (50 mL). The aqueous layer was extracted with dichloromethane (2×75 mL) and the combined organic layer was dried over magnesium sulfate and conc...